From a dataset of the Open Reaction Database (ORD), a public repository of structured organic reaction records. describe an organic reaction: reactants, conditions, products, and yield Starting materials: CC(C)(C)OC(=O)n1ccc(NC(=O)C(CC2CCCC2)c2ccc(S(C)(=O)=O)c(Cl)c2)n1, ClCCl, O=C(O)C(F)(F)F. The product is CS(=O)(=O)c1ccc(C(CC2CCCC2)C(=O)Nc2cc[nH]n2)cc1Cl. As a reaction SMILES: [C:1]([O:2][C:3](=[O:4])[n:8]1[n:9][c:10]([NH:13][C:14]([CH:15]([CH2:16][CH:17]2[CH2:18][CH2:19][CH2:20][CH2:21]2)[c:22]2[cH:23][c:24]([Cl:32])[c:25]([S:28](=[O:29])(=[O:30])[CH3:31])[cH:26][cH:27]2)=[O:33])[cH:11][cH:12]1)([CH3:5])([CH3:6])[CH3:7].[CH2:41]([Cl:42])[Cl:43].[OH:34][C:35]([C:36]([F:37])([F:38])[F:39])=[O:40]>>[nH:8]1[n:9][c:10]([NH:13][C:14]([CH:15]([CH2:16][CH:17]2[CH2:18][CH2:19][CH2:20][CH2:21]2)[c:22]2[cH:23][c:24]([Cl:32])[c:25]([S:28](=[O:29])(=[O:30])[CH3:31])[cH:26][cH:27]2)=[O:33])[cH:11][cH:12]1. Starting materials: CCO, CC1CC(=O)NN=C1c1ccc(Cl)c([N+](=O)[O-])c1, N, O. The product is CC1CC(=O)NN=C1c1ccc(N)c([N+](=O)[O-])c1. As a reaction SMILES: [CH3:20][CH2:21][OH:22].[Cl:1][c:2]1[c:3]([N+:16](=[O:17])[O-:18])[cH:4][c:5]([C:8]2=[N:13][NH:12][C:11](=[O:14])[CH2:10][CH:9]2[CH3:15])[cH:6][cH:7]1.[NH3:19].[OH2:23]>>[c:2]1([NH2:19])[c:3]([N+:16](=[O:17])[O-:18])[cH:4][c:5]([C:8]2=[N:13][NH:12][C:11](=[O:14])[CH2:10][CH:9]2[CH3:15])[cH:6][cH:7]1.